Dataset: the Open Reaction Database (ORD), a public repository of structured organic reaction records. Task: describe an organic reaction: reactants, conditions, products, and yield Reactants: CCOC(=O)c1ccc(Oc2ccc(B3OC(C)(C)C(C)(C)O3)c(CO)c2)cc1OC, CO, Cl, OB(O)c1ccccc1. Product: CCOC(=O)c1ccc(Oc2ccc3c(c2)COB3O)cc1OC. RXN SMILES: [CH2:1]([CH3:2])[O:3][C:4]([c:5]1[c:6]([O:29][CH3:30])[cH:7][c:8]([O:11][c:12]2[cH:13][c:14]([CH2:27][OH:28])[c:15]([B:18]3[O:19][C:24]([CH3:25])([CH3:26])[C:21]([CH3:20])([CH3:23])[O:22]3)[cH:16][cH:17]2)[cH:9][cH:10]1)=[O:31].[CH3:42][OH:43].[ClH:32].[OH:33][B:34]([c:35]1[cH:36][cH:37][cH:38][cH:39][cH:40]1)[OH:41]>>[CH2:1]([CH3:2])[O:3][C:4]([c:5]1[c:6]([O:29][CH3:30])[cH:7][c:8]([O:11][c:12]2[cH:13][c:14]3[c:15]([cH:16][cH:17]2)[B:18]([OH:19])[O:22][CH2:21]3)[cH:9][cH:10]1)=[O:31]. Reactants: CC(C)(C)OC(=O)N1CCN(c2c(Cl)cccc2[N+](=O)[O-])CC1, CC(C)=O, CO, O=C[O-], ClCCl, [NH4+]. Product: CC(C)(C)OC(=O)N1CCN(c2c(N)cccc2Cl)CC1. As a reaction SMILES: [C:1]([CH3:2])([CH3:3])([CH3:4])[O:5][C:6](=[O:7])[N:8]1[CH2:9][CH2:10][N:11]([c:14]2[c:15]([Cl:23])[cH:16][cH:17][cH:18][c:19]2[N+:20]([O-:21])=[O:22])[CH2:12][CH2:13]1.[CH3:28][C:29](=[O:30])[CH3:31].[CH3:35][OH:36].[CH:24]([O-:25])=[O:26].[Cl:32][CH2:33][Cl:34].[NH4+:27]>>[C:1]([CH3:2])([CH3:3])([CH3:4])[O:5][C:6](=[O:7])[N:8]1[CH2:9][CH2:10][N:11]([c:14]2[c:15]([Cl:23])[cH:16][cH:17][cH:18][c:19]2[NH2:20])[CH2:12][CH2:13]1. Reactants: [OH-].[K+] (potassium hydroxide), CC(=O)C (acetone), C(=CC)[Li] (propenyllithium), C(C)O.O (ethanol water), Cl (hydrochloric acid), C(CCC)[Li] (butyllithium), [Cl-].[NH4+] (ammonium chloride). Run in CCOCC (ether), O (water), CCCCCC (hexane). Reaction conditions: temperature -10 celsius, time 40 minute. Yields the product CC(C(/C=C/C)=O)C(C(C)C)C ((2E)-5,6,7-trimethyloct-2-en-4-one). Yield: 39.0%. RXN SMILES: [OH-:1].[K+].Cl.[CH2:4]([Li])[CH2:5][CH2:6][CH3:7].[CH:9]([Li])=[CH:10][CH3:11].[CH3:13][C:14](C)=O.[Cl-].[NH4+].[CH2:19](O)[CH3:20].O>O.CCCCCC.CCOCC>[CH3:7][CH:6]([CH:19]([CH3:20])[CH:10]([CH3:11])[CH3:9])[C:5](=[O:1])/[CH:4]=[CH:13]/[CH3:14] |f:0.1,6.7,8.9|. Reported procedure: 20.0 g (117 mmol) of a double-bond isomer mixture of ethyl 2,3,4-trimethylpent-2-enoate (synthesis: see example 1) were dissolved in 200 ml of ethyl acetate, treated with 0.50 g (0.26 mmol, 0.2 mol %) of 10 percent platinum on activated carbon, and hydrogenated at room temperature for 4 hours in an autoclave at a hydrogen atmosphere of 25 bar with vigorous stirring. The catalyst was separated off by filtering the reaction mixture with suction over Celite. After the solvent had been removed on a ...